From a dataset of the Open Reaction Database (ORD), a public repository of structured organic reaction records. describe an organic reaction: reactants, conditions, products, and yield Reactants: COP(C)(=O)O, CC(C)P(=O)([O-])[O-], Clc1nc(Cl)c(Cl)c(Cl)c1Cl, [NH4+], O, [Zn]. Product: Clc1cc(Cl)c(Cl)nc1Cl. Reaction SMILES: [CH3:13][O:14][P:15]([CH3:16])(=[O:17])[OH:18].[CH3:19][CH:20]([CH3:21])[P:22]([O-:23])(=[O:24])[O-:25].[Cl:1][c:2]1[c:3]([Cl:11])[c:4]([Cl:10])[c:5]([Cl:9])[c:6]([Cl:8])[n:7]1.[NH4+:12].[OH2:26].[Zn:27]>>[Cl:1][c:2]1[c:3]([Cl:11])[cH:4][c:5]([Cl:9])[c:6]([Cl:8])[n:7]1. The reactants are C(C)N(C(OC(C)(C)C)=O)CC(=O)N1C2=C(SCC1)C=CC(=C2)[N+](=O)[O-] (tert-butyl ethyl(2-(6-nitro-2H-benzo[b][1,4]thiazin-4(3H)-yl)-2-oxoethyl)carbamate), B.O1CCCC1 (borane tetrahydrofuran). Run in C(C)(=O)OCC (ethyl acetate), O1CCCC1 (tetrahydrofuran). Run at time 2 hour. Yields the product C(C)N(C(OC(C)(C)C)=O)CCN1C2=C(SCC1)C=CC(=C2)[N+](=O)[O-] (tert-Butyl ethyl(2-(6-nitro-2H-benzo[b][1,4]thiazin-4(3H)-yl)ethyl)carbamate). Yield: 95.0%. RXN SMILES: [CH2:1]([N:3]([CH2:11][C:12]([N:14]1[CH2:19][CH2:18][S:17][C:16]2[CH:20]=[CH:21][C:22]([N+:24]([O-:26])=[O:25])=[CH:23][C:15]1=2)=O)[C:4](=[O:10])[O:5][C:6]([CH3:9])([CH3:8])[CH3:7])[CH3:2].B.O1CCCC1>O1CCCC1.C(OCC)(=O)C>[CH2:1]([N:3]([CH2:11][CH2:12][N:14]1[CH2:19][CH2:18][S:17][C:16]2[CH:20]=[CH:21][C:22]([N+:24]([O-:26])=[O:25])=[CH:23][C:15]1=2)[C:4](=[O:10])[O:5][C:6]([CH3:9])([CH3:7])[CH3:8])[CH3:2] |f:1.2|. Reported procedure: To a stirred solution of tert-butyl ethyl(2-(6-nitro-2H-benzo[b][1,4]thiazin-4(3H)-yl)-2-oxoethyl)carbamate (1.01 g, 2.65 mmol) in tetrahydrofuran (5 mL) was added borane-tetrahydrofuran complex (1 M in tetrahydrofuran; 7.94 mL, 7.94 mmol). The resulting mixture was stirred at room temperature for 2 hours. The mixture was then quenched via the slow dropwise addition (to avoid excessive bubbling) of MeOH (5 mL). The quenched reaction was then diluted with ethyl acetate and washed with water (2×) ... Reactants: CSC1=C(C=CC(=C1SC)Cl)C(CC(=O)C1CC1)=O (1-[2,3-bis(methylsulphenyl)-4-chlorophenyl]-3-cyclopropylpropan-1,3-dione), C(C)(=O)OC(C)=O (acetic anhydride). Run in C(C)(=O)O (acetic acid). Yields the product CSC1=C(C=CC(=C1SC)Cl)C(C(C(=O)C1CC1)=COCC)=O (1-[2,3-bis(methylsulphenyl)4-chlorophenyl]-3-cyclopropyl-2-ethoxymethylenepropan-1,3-dione). The yield is 100.9%. Reaction SMILES: [CH3:1][S:2][C:3]1[C:8]([S:9][CH3:10])=[C:7]([Cl:11])[CH:6]=[CH:5][C:4]=1[C:12](=[O:19])[CH2:13][C:14]([CH:16]1[CH2:18][CH2:17]1)=[O:15].[C:20]([O:23][C:24](=O)C)(=O)[CH3:21]>C(O)(=O)C>[CH3:1][S:2][C:3]1[C:8]([S:9][CH3:10])=[C:7]([Cl:11])[CH:6]=[CH:5][C:4]=1[C:12](=[O:19])[C:13](=[CH:24][O:23][CH2:20][CH3:21])[C:14]([CH:16]1[CH2:18][CH2:17]1)=[O:15]. Procedure details: A mixture of 1-[2,3-bis(methylsulphenyl)-4-chlorophenyl]-3-cyclopropylpropan-1,3-dione (3.45 g) and acetic anhydride (3.37 g) in acetic acid was stirred and heated at reflux for 3 hours. It was cooled and evaporated to dryness. The residue was dissolved in toluene and re-evaporated to give 1-[2,3-bis(methylsulphenyl)4-chlorophenyl]-3-cyclopropyl-2-ethoxymethylenepropan-1,3-dione (4.1g) as a brown oil which was not further purified.